From a dataset of the Open Reaction Database (ORD), a public repository of structured organic reaction records. describe an organic reaction: reactants, conditions, products, and yield The reactants are C1(CCC(=O)O1)=O (Succinic anhydride), C(C)(C)C1=C(C(=CC=C1)C(C)C)O (2,6-diisopropylphenol). Reagents/catalysts: CN(C)C1=NC=CC=C1 (dimethylaminopyridine). The solvent is C(C)N(CC)CC (triethylamine). Conditions: time 16 hour. The product is C(CCC(=O)O)(=O)OC1=C(C=CC=C1C(C)C)C(C)C (2,6-diisopropylphenyl hydrogen succinate). Isolated yield 80.2%. Reaction SMILES: [C:1]1(=[O:7])[O:6][C:4](=[O:5])[CH2:3][CH2:2]1.[CH:8]([C:11]1[CH:16]=[CH:15][CH:14]=[C:13]([CH:17]([CH3:19])[CH3:18])[C:12]=1[OH:20])([CH3:10])[CH3:9]>C(N(CC)CC)C.CN(C1C=CC=CN=1)C>[C:4]([O:20][C:12]1[C:13]([CH:17]([CH3:18])[CH3:19])=[CH:14][CH:15]=[CH:16][C:11]=1[CH:8]([CH3:10])[CH3:9])(=[O:5])[CH2:3][CH2:2][C:1]([OH:6])=[O:7]. Procedure details: Succinic anhydride (14 g, 140 mmol) and dimethylaminopyridine (0.02 g, 0.16 mmol) were added to a solution of 2,6-diisopropylphenol (20.8 ml, 112 mmol) in triethylamine (50 ml) under nitrogen. After 16 hr at room temperature, solvents were removed under vacuum. The residue was dissolved in water and added to an iced solution of dilute hydrochloric acid. The precipitated product was filtered and recrystallized from ethanol-water to yield 25.0 g (80.2% yield) of 2,6-diisopropylphenyl hydrogen succ... Reactants: ClC1=C2C(=C(N=N1)C1=CC=CC=C1)OC=C2 (4-chloro-7-phenyl-furano[2,3-d]pyridazine), C1(CCCCC1)[C@@H](C)N ((R)-1-cyclohexylethylamine), [OH-].[K+] (KOH). The solvent is CN1C(CCC1)=O (N-methylpyrrolidone). Reaction conditions: temperature 140 celsius, time 6 hour. Product: C1(CCCCC1)[C@@H](C)NC1=C2C(=C(N=N1)C1=CC=CC=C1)OC=C2 ((R)-4-(1-cyclohexylethylamino)-7-phenyl-furano[2,3-d]pyridazine). Isolated yield 43.8%. RXN SMILES: Cl[C:2]1[N:7]=[N:6][C:5]([C:8]2[CH:13]=[CH:12][CH:11]=[CH:10][CH:9]=2)=[C:4]2[O:14][CH:15]=[CH:16][C:3]=12.[CH:17]1([C@H:23]([NH2:25])[CH3:24])[CH2:22][CH2:21][CH2:20][CH2:19][CH2:18]1.[OH-].[K+]>CN1CCCC1=O>[CH:17]1([C@H:23]([NH:25][C:2]2[N:7]=[N:6][C:5]([C:8]3[CH:13]=[CH:12][CH:11]=[CH:10][CH:9]=3)=[C:4]3[O:14][CH:15]=[CH:16][C:3]=23)[CH3:24])[CH2:22][CH2:21][CH2:20][CH2:19][CH2:18]1 |f:2.3|. Reported procedure: 0.10 g of 4-chloro-7-phenyl-furano[2,3-d]pyridazine and 0.165 g of (R)-1-cyclohexylethylamine was dissolved in 1 ml of N-methylpyrrolidone, and the solution was stirred at 140° C. for 6 hours. After cooling the solution, an aqueous 5% KOH solution was added thereto, and the solution was extracted with chloroform. By purifying the extract by silica gel chromatography, 0.061 g of (R)-4-(1-cyclohexylethylamino)-7-phenyl-furano[2,3-d]pyridazine was obtained. Reactants: C(C)OC(=O)C=1C(C2=C(N=C(N=C2)NC2=CC(=CC=C2)C(N(C)C)=O)N(C1)C=1C=C2CCCC2=CC1)=O (2-(3-Dimethylcarbamoyl-phenylamino)-8-indan-5-yl-5-oxo-5,8-dihydro-pyrido[2,3-d]pyrimidine-6-carboxylic acid ethyl ester), C(C)N (ethylamine). Solvent: CO (MeOH). Conditions: temperature 80 celsius, time 16 hour. Product: C(C)NC(=O)C=1C(C2=C(N=C(N=C2)NC2=CC(=CC=C2)C(N(C)C)=O)N(C1)C=1C=C2CCCC2=CC1)=O (2-(3-dimethylcarbamoyl-phenylamino)-8-indan-5-yl-5-oxo-5,8-dihydro-pyrido[2,3-d]pyrimidine-6-carboxylic acid ethylamide). Yield: 42.3%. RXN SMILES: C([O:3][C:4]([C:6]1[C:7](=[O:37])[C:8]2[CH:13]=[N:12][C:11]([NH:14][C:15]3[CH:20]=[CH:19][CH:18]=[C:17]([C:21](=[O:25])[N:22]([CH3:24])[CH3:23])[CH:16]=3)=[N:10][C:9]=2[N:26]([C:28]2[CH:29]=[C:30]3[C:34](=[CH:35][CH:36]=2)[CH2:33][CH2:32][CH2:31]3)[CH:27]=1)=O)C.[CH2:38]([NH2:40])[CH3:39]>CO>[CH2:38]([NH:40][C:4]([C:6]1[C:7](=[O:37])[C:8]2[CH:13]=[N:12][C:11]([NH:14][C:15]3[CH:20]=[CH:19][CH:18]=[C:17]([C:21](=[O:25])[N:22]([CH3:24])[CH3:23])[CH:16]=3)=[N:10][C:9]=2[N:26]([C:28]2[CH:29]=[C:30]3[C:34](=[CH:35][CH:36]=2)[CH2:33][CH2:32][CH2:31]3)[CH:27]=1)=[O:3])[CH3:39]. Reported procedure: 2-(3-Dimethylcarbamoyl-phenylamino)-8-indan-5-yl-5-oxo-5,8-dihydro-pyrido[2,3-d]pyrimidine-6-carboxylic acid ethyl ester (5.2 mg, 0.010 mmol) was dissolved in MeOH (1 mL) and ethylamine (1 mL of 1.0 M solution in THF, 1.0 mmol) was added and the reaction mixture was heated at 80° C. After 16 h, the solution was cooled to rt and purified by preparative HPLC (C-18 column, 32 mL/min 5-100% MeCN/H2O gradient over 15 min) and lyophilized to provide 2.1 mg of 2-(3-dimethylcarbamoyl-phenylamino)-8-inda... Reactants: CC(C)(C)OC(=O)N1CCC(O)CC1, O=C=Nc1ccccc1C1CCCCC1, CN(C)C=O. The product is CC(C)(C)OC(=O)N1CCC(OC(=O)Nc2ccccc2C2CCCCC2)CC1. As a reaction SMILES: [C:16]([CH3:17])([CH3:18])([CH3:19])[O:20][C:21](=[O:22])[N:23]1[CH2:24][CH2:25][CH:26]([OH:29])[CH2:27][CH2:28]1.[CH:1]1([c:7]2[c:8]([N:13]=[C:14]=[O:15])[cH:9][cH:10][cH:11][cH:12]2)[CH2:2][CH2:3][CH2:4][CH2:5][CH2:6]1.[O:30]=[CH:31][N:32]([CH3:33])[CH3:34]>>[CH:1]1([c:7]2[c:8]([NH:13][C:14](=[O:15])[O:29][CH:26]3[CH2:25][CH2:24][N:23]([C:21]([O:20][C:16]([CH3:17])([CH3:18])[CH3:19])=[O:22])[CH2:28][CH2:27]3)[cH:9][cH:10][cH:11][cH:12]2)[CH2:2][CH2:3][CH2:4][CH2:5][CH2:6]1. Starting materials: O1CCN(CC1)C1=CC(=CC2=CC=CC=C12)O (4-morpholino-2-naphthol), 2(b), CN1C(C(C2=CC=CC=C12)(C)C)=C (1,3,3-trimethyl-2-methyleneindole), C(C)OC(OCC)OCC (triethylorthoformate). Solvent: C(C)OCC (diethyl ether). Yields the product 1,3,3-trimethyl-6'-morpholinospiro, CN1C2=CC=CC=C2C(C12C=CC1=C(O2)C=C(C2=CC=CC=C21)N2CCOCC2)(C)C (1,3,3-Trimethyl-6'-morpholinospiro[indoline-2,3'-[3H]-naphtho[2,1-b]pyran]). Yield: 34.0%. As a reaction SMILES: [O:1]1[CH2:6][CH2:5][N:4]([C:7]2[C:16]3[C:11](=[CH:12][CH:13]=[CH:14][CH:15]=3)[CH:10]=[C:9]([OH:17])[CH:8]=2)[CH2:3][CH2:2]1.[CH3:18][N:19]1[C:27]2[C:22](=[CH:23][CH:24]=[CH:25][CH:26]=2)[C:21]([CH3:29])([CH3:28])[C:20]1=[CH2:30].[CH2:31](OC(OCC)OCC)C>C(OCC)C>[CH3:18][N:19]1[C:20]2([O:17][C:9]3[CH:8]=[C:7]([N:4]4[CH2:3][CH2:2][O:1][CH2:6][CH2:5]4)[C:16]4[C:11]([C:10]=3[CH:31]=[CH:30]2)=[CH:12][CH:13]=[CH:14][CH:15]=4)[C:21]([CH3:28])([CH3:29])[C:22]2[C:27]1=[CH:26][CH:25]=[CH:24][CH:23]=2. Reported procedure: A mixture of 4-morpholino-2-naphthol (0.47 g;0.002 mol), prepared as in 2(b) above, 1,3,3-trimethyl-2-methyleneindole (0.8 g;0.0022 mol) and triethylorthoformate (10.0 ml) was stirred under nitrogen and heated to reflux for 18 hrs. The resulting purple solution was cooled and evaporated to remove the excess triethylorthoformate and the residue flash chromatographed over silica (40% diethyl ether in hexane) to yield an orange gum (0.28 g; yield 34%). Trituration of the gum with diethyl ether affo... Reaction SMILES: [C:15]([CH3:16])([CH3:17])([CH3:18])[OH:19].[OH2:20].[OH:1][OH:2].[OH:3][CH:4]1[CH2:5][C:6]([CH3:13])([CH3:14])[N:7]([OH:12])[C:8]([CH3:10])([CH3:11])[CH2:9]1>>[OH:3][CH:4]1[CH2:5][C:6]([CH3:13])([CH3:14])[N:7]([O:12][CH2:16][C:15]([CH3:17])([CH3:18])[OH:19])[C:8]([CH3:10])([CH3:11])[CH2:9]1. The reactants are CC(C)(C)O, O, OO, CC1(C)CC(O)CC(C)(C)N1O. Yields the product CC(C)(O)CON1C(C)(C)CC(O)CC1(C)C.